From a dataset of the Open Reaction Database (ORD), a public repository of structured organic reaction records. describe an organic reaction: reactants, conditions, products, and yield Starting materials: BrC1=C(C=C(C=C1)Cl)C1=CC(N(C=C1)C(C(=O)NC1=CC=C(C(=O)OC(C)(C)C)C=C1)C)=O (tert-Butyl 4-({2-[4-(2-bromo-5-chlorophenyl)-2-oxopyridin-1(2H)-yl]propanoyl}amino)benzoate), C(=O)(C(F)(F)F)O (TFA). Yields the product BrC1=C(C=C(C=C1)Cl)C1=CC(N(C=C1)C(C(=O)NC1=CC=C(C(=O)O)C=C1)C)=O (4-({2-[4-(2-Bromo-5-chlorophenyl)-2-oxopyridin-1(2H)-yl]propanoyl}amino)benzoic acid). Reaction SMILES: [Br:1][C:2]1[CH:7]=[CH:6][C:5]([Cl:8])=[CH:4][C:3]=1[C:9]1[CH:14]=[CH:13][N:12]([CH:15]([CH3:32])[C:16]([NH:18][C:19]2[CH:31]=[CH:30][C:22]([C:23]([O:25]C(C)(C)C)=[O:24])=[CH:21][CH:20]=2)=[O:17])[C:11](=[O:33])[CH:10]=1.C(O)(C(F)(F)F)=O>>[Br:1][C:2]1[CH:7]=[CH:6][C:5]([Cl:8])=[CH:4][C:3]=1[C:9]1[CH:14]=[CH:13][N:12]([CH:15]([CH3:32])[C:16]([NH:18][C:19]2[CH:20]=[CH:21][C:22]([C:23]([OH:25])=[O:24])=[CH:30][CH:31]=2)=[O:17])[C:11](=[O:33])[CH:10]=1. Procedure: 96 mg (0.18 mmol) of tert-butyl 4-({2-[4-(2-bromo-5-chlorophenyl)-2-oxopyridin-1(2H)-yl]propanoyl}amino)benzoate (racemate) (Example 2.10C) were hydrolysed with TFA according to General Method 2. Yield: 69 mg (82% of theory)